The task is: describe an organic reaction: reactants, conditions, products, and yield. This data is from the Open Reaction Database (ORD), a public repository of structured organic reaction records. Starting materials: N12C3CN(CC3CC2CCC1)C(=O)OCC (ethyl 1,4-diazatricyclo -[6.3.0.02,6 ]undecane-4-carboxylate), C([O-])([O-])=O.[K+].[K+] (potassium carbonate). The solvent is Cl (hydrochloric acid). Yields the product N12C3CNC3CCC2CCC1 (1,4-Diazatricyclo[6.3.0.02,5 ]undecane). As a reaction SMILES: [N:1]12[CH2:11][CH2:10][CH2:9][CH:8]1[CH2:7][CH:6]1[CH:2]2[CH2:3][N:4](C(OCC)=O)[CH2:5]1.C(=O)([O-])[O-].[K+].[K+]>Cl>[N:1]12[CH2:11][CH2:10][CH2:9][CH:8]1[CH2:7][CH2:6][CH:5]1[CH:2]2[CH2:3][NH:4]1 |f:1.2.3|. Reported procedure: 9 g (40 mmol) of ethyl 1,4-diazatricyclo -[6.3.0.02,6 ]undecane-4-carboxylate are heated under reflux overnight with 50 ml of concentrated hydrochloric acid. The mixture is rendered alkaline with potassium carbonate and extracted ten times using 50 ml of chloroform each time, the extracts are dried over potassium carbonate and concentrated, and the residue is distilled. Starting materials: pyrrolidine-enamine, C[C@@H]1CC[C@H](C(=O)C1)C(C)C (p-menthone), CC(=O)C=C (methylvinyl ketone), C1=CC=CC=C1 (benzene), C(C)(=O)[O-].[Na+] (sodium acetate). The solvent is O (water), C(C)(=O)O (acetic acid). Product: CC1C(C(C(CC1)C(C)C)=O)CCC(C)=O (1-methyl-4-isopropyl-2-(3'-oxobutyl)-cyclohexan-3-one). Reaction SMILES: [CH3:1][C@H:2]1[CH2:8][C:6](=[O:7])[C@H:5]([CH:9]([CH3:11])[CH3:10])[CH2:4][CH2:3]1.[CH3:12][C:13]([CH:15]=[CH2:16])=[O:14].C1C=CC=CC=1.C([O-])(=O)C.[Na+]>O.C(O)(=O)C>[CH3:1][CH:2]1[CH2:3][CH2:4][CH:5]([CH:9]([CH3:11])[CH3:10])[C:6](=[O:7])[CH:8]1[CH2:16][CH2:15][C:13](=[O:14])[CH3:12] |f:3.4|. Procedure: A mixture of 19.6 g of the pyrrolidine-enamine of p-menthone, 10 ml of methylvinyl ketone and 150 ml of anhydrous benzene is refluxed under nitrogen for 20 hours. The mixture is then cooled and treated with 6 g of sodium acetate in 12 ml of water as well as with 12 ml of acetic acid. The mixture is again refluxed for 4 hours. Then, the product is extracted with benzene and the solvent evaporated. The residue is fractionated in vacuo and there is obtained 1-methyl-4-isopropyl-2-(3'-oxobutyl)-cycl... RXN SMILES: [CH3:1][C:2]1([CH2:7][CH2:8][CH2:9][CH:10]([C:11](=[O:12])[N:13]2[C:14](=[O:18])[O:15][CH2:16][CH2:17]2)[CH2:19][CH:20]=[CH2:21])[O:3][CH2:4][CH2:5][O:6]1.[Cl:44][CH2:45][Cl:46].[O-:22][O+:23]=[O:24].[c:25]1([P:26]([c:27]2[cH:28][cH:29][cH:30][cH:31][cH:32]2)[c:33]2[cH:34][cH:35][cH:36][cH:37][cH:38]2)[cH:39][cH:40][cH:41][cH:42][cH:43]1>>[CH3:1][C:2]1([CH2:7][CH2:8][CH2:9][CH:10]([C:11](=[O:12])[N:13]2[C:14](=[O:18])[O:15][CH2:16][CH2:17]2)[CH2:19][CH:20]=[O:22])[O:3][CH2:4][CH2:5][O:6]1. The reactants are C=CCC(CCCC1(C)OCCO1)C(=O)N1CCOC1=O, ClCCl, O=[O+][O-], c1ccc(P(c2ccccc2)c2ccccc2)cc1. Yields the product CC1(CCCC(CC=O)C(=O)N2CCOC2=O)OCCO1. The reactants are C=CC1=CC=CC=C1 (styrene), CC(C)([O-])C.[Li+] (lithium-t-butoxide), C=CC=C (1,3-butadiene). Solvent: CCCCCC (hexane), CCCCCC (hexane), CCCCCC (hexane), C1CCCCC1 (cyclohexane). Conditions: temperature 75 celsius, time 4 hour. The product is C=CC1=CC=CC=C1.C=CC=C.C=CC1=CC=CC=C1 (styrene-butadiene-styrene). As a reaction SMILES: [CH2:1]=[CH:2][CH:3]=[CH2:4].CC(C)([O-])C.[Li+].[CH2:11]=[CH:12][C:13]1[CH:18]=[CH:17][CH:16]=[CH:15][CH:14]=1>CCCCCC.C1CCCCC1>[CH2:11]=[CH:12][C:13]1[CH:18]=[CH:17][CH:16]=[CH:15][CH:14]=1.[CH2:1]=[CH:2][CH:3]=[CH2:4].[CH2:11]=[CH:12][C:13]1[CH:18]=[CH:17][CH:16]=[CH:15][CH:14]=1 |f:1.2,6.7.8|. Procedure details: A styrene-butadiene-styrene triblock polymer was prepared using the cycloorganomagnesium initiator, IMG, as follows: To the reactor was charged 175 grams of 1,3-butadiene in 1800 grams technical hexane, followed by 4.8 mM IMG in hexane and 7.2 mM of lithium-t-butoxide in cyclohexane. The reactor was then heated to 75° C. and the reaction allowed to proceed for 4 hours. Then 226 grams of 33% styrene in hexane were added and polymerization proceeded at 90° C. for an additional hour. The reaction w... Starting materials: NC=1OC(=C(N1)C(=O)NCCNC(OC(C)(C)C)=O)C1=CC=CC=C1 (t-butyl [2-(2-amino-5-phenyl-4-oxazolecarboxamido)ethyl]carbamate), C(Cl)Cl (methylene chloride), FC(C(=O)O)(F)F (trifluoroacetic acid). Run at time 2.5 hour. Yields the product Cl.Cl.NC=1OC(=C(N1)C(=O)NCCN)C1=CC=CC=C1 (2-amino-N-(2-aminoethyl)-5-phenyl-4-oxazolecarboxamide dihydrochloride). Yield: 94.0%. As a reaction SMILES: [NH2:1][C:2]1[O:3][C:4]([C:20]2[CH:25]=[CH:24][CH:23]=[CH:22][CH:21]=2)=[C:5]([C:7]([NH:9][CH2:10][CH2:11][NH:12]C(=O)OC(C)(C)C)=[O:8])[N:6]=1.FC(F)(F)C(O)=O.C(Cl)[Cl:34]>>[ClH:34].[ClH:34].[NH2:1][C:2]1[O:3][C:4]([C:20]2[CH:25]=[CH:24][CH:23]=[CH:22][CH:21]=2)=[C:5]([C:7]([NH:9][CH2:10][CH2:11][NH2:12])=[O:8])[N:6]=1 |f:3.4.5|. Reported procedure: 1.46 g (4.2 mmol) of t-butyl [2-(2-amino-5-phenyl-4-oxazolecarboxamido)ethyl]carbamate were dissolved in 50 ml of methylene chloride and treated with 5 ml of trifluoroacetic acid. The reaction mixture was heated to reflux while stirring for 2.5 hours and thereafter evaporated under reduced pressure. The residue was dissolved in methanol, treated with 5 ml of 2M methanolic hydrochloric acid and evaporated. Recrystallization of the residue from methanol/diethyl ether yielded 1.3 g (94%) of 2-amino...